This data is from the Open Reaction Database (ORD), a public repository of structured organic reaction records. The task is: describe an organic reaction: reactants, conditions, products, and yield The reactants are C(C)(C)N(C(C)C)CC (N,N-diisopropylethylamine), C(C1=CC=CC=C1)(=O)Cl (benzoyl chloride), NC1=CC(=C(C=C1)C(C(C(F)(F)F)(O)C1=CC(=NC=C1)Cl)C)Cl (3-(4-amino-2-chloro-phenyl)-2-(2-chloro-pyridin-4-yl)-1,1,1-trifluoro-butan-2-ol). The solvent is C(Cl)Cl (DCM). Reaction conditions: time 2 hour. Yields the product ClC=1C=C(C=CC1C(C(C(F)(F)F)(O)C1=CC(=NC=C1)Cl)C)NC(C1=CC=CC=C1)=O (N-{3-Chloro-4-[2-(2-chloro-pyridin-4-yl)-3,3,3-trifluoro-2-hydroxy-1-methyl-propyl]-phenyl}-benzamide). RXN SMILES: C(N(CC)C(C)C)(C)C.[C:10](Cl)(=[O:17])[C:11]1[CH:16]=[CH:15][CH:14]=[CH:13][CH:12]=1.[NH2:19][C:20]1[CH:25]=[CH:24][C:23]([CH:26]([CH3:40])[C:27]([C:33]2[CH:38]=[CH:37][N:36]=[C:35]([Cl:39])[CH:34]=2)([OH:32])[C:28]([F:31])([F:30])[F:29])=[C:22]([Cl:41])[CH:21]=1>C(Cl)Cl>[Cl:41][C:22]1[CH:21]=[C:20]([NH:19][C:10](=[O:17])[C:11]2[CH:16]=[CH:15][CH:14]=[CH:13][CH:12]=2)[CH:25]=[CH:24][C:23]=1[CH:26]([CH3:40])[C:27]([C:33]1[CH:38]=[CH:37][N:36]=[C:35]([Cl:39])[CH:34]=1)([OH:32])[C:28]([F:31])([F:30])[F:29]. Procedure: N,N-diisopropylethylamine (0.117 ml) and benzoyl chloride (0.024 ml) were added to a solution of 3-(4-amino-2-chloro-phenyl)-2-(2-chloro-pyridin-4-yl)-1,1,1-trifluoro-butan-2-ol (25 mg) in DCM (3 ml). The mixture was stirred at room temperature for 2 h and then concentrated in vacuo. Purification by preparative HPLC (Phenomenex Gemini Axia-C18 column, solvent gradient 30-95% CH3CN in 0.1% HCOOH[aq]) gave the title compound (35 mg) as a white foam. MS (m/e)=469.2 [M+H+]. Reactants: CNC (dimethylamine), CN(C=1C=CC=C2C=C(NC12)C=1SC(CN1)CC(=O)O)S(=O)(=O)C=1SC=CC1 ((2-{7-[methyl(2-thienylsulfonyl)amino]-1H-indol-2-yl}-4,5-dihydro-1,3-thiazol-5-yl)acetic acid), N1(N=NC2=C1C=CC=C2)O (1H-1,2,3-benzotriazol-1-ol), Cl.CN(CCCN=C=NCC)C (N-[3-(dimethylamino)propyl]-N′-ethylcarbodiimide hydrochloride). Run in C(C)(=O)OCC (ethyl acetate), O1CCCC1 (tetrahydrofuran), CN(C=O)C (N,N-dimethylformamide). Run at time 2 hour. Yields the product CN(C(CC1CN=C(S1)C=1NC2=C(C=CC=C2C1)N(S(=O)(=O)C=1SC=CC1)C)=O)C (N,N-dimethyl-2-(2-{7-[methyl(2-thienylsulfonyl)amino]-1H-indol-2-yl}-4,5-dihydro-1,3-thiazol-5-yl)acetamide). Yield: 71.3%. As a reaction SMILES: [CH3:1][N:2]([S:21]([C:24]1[S:25][CH:26]=[CH:27][CH:28]=1)(=[O:23])=[O:22])[C:3]1[CH:4]=[CH:5][CH:6]=[C:7]2[C:11]=1[NH:10][C:9]([C:12]1[S:13][CH:14]([CH2:17][C:18](O)=[O:19])[CH2:15][N:16]=1)=[CH:8]2.N1(O)C2C=CC=CC=2N=N1.Cl.[CH3:40][N:41](C)[CH2:42]CCN=C=NCC.CNC>C(OCC)(=O)C.O1CCCC1.CN(C)C=O>[CH3:40][N:41]([CH3:42])[C:18](=[O:19])[CH2:17][CH:14]1[S:13][C:12]([C:9]2[NH:10][C:11]3[C:7]([CH:8]=2)=[CH:6][CH:5]=[CH:4][C:3]=3[N:2]([CH3:1])[S:21]([C:24]2[S:25][CH:26]=[CH:27][CH:28]=2)(=[O:23])=[O:22])=[N:16][CH2:15]1 |f:2.3|. Procedure: A mixture of (2-{7-[methyl(2-thienylsulfonyl)amino]-1H-indol-2-yl}-4,5-dihydro-1,3-thiazol-5-yl)acetic acid (70 mg), 1H-1,2,3-benzotriazol-1-ol (33 mg), N-[3-(dimethylamino)propyl]-N′-ethylcarbodiimide hydrochloride (46 mg) and N,N-dimethylformamide (4 mL) was stirred at room temperature for 2 hr. 2M tetrahydrofuran solution (0.25 mL) of dimethylamine was added to this solution, and the mixture was stirred at room temperature for 15 hr. The reaction solution was diluted with ethyl acetate, washe...